This data is from the Open Reaction Database (ORD), a public repository of structured organic reaction records. The task is: describe an organic reaction: reactants, conditions, products, and yield The reactants are OC=1C=CC=C2C=CC=NC12 (8-hydroxyquinoline), FC1=CC=C(C=C1)I (1-fluoro-4-iodobenzene), C(C)OC1=C(C(NC=C1)=O)C(=O)OCC (ethyl 4-ethoxy-2-oxo-1,2-dihydropyridine-3-carboxylate), C([O-])([O-])=O.[Cs+].[Cs+] (cesium carbonate). The reagents and catalysts are [Cu](I)I (copper iodide). Solvent: CN(C)C=O (DMF), CN(C)C=O (DMF). Run at time 10 minute. Product: C(C)OC1=C(C(N(C=C1)C1=CC=C(C=C1)F)=O)C(=O)OCC (ethyl 4-ethoxy-1-(4-fluorophenyl)-2-oxo-1,2-dihydropyridine-3-carboxylate). Isolated yield 76.1%. As a reaction SMILES: C(=O)([O-])[O-].[Cs+].[Cs+].OC1C=CC=C2C=1N=CC=C2.[F:18][C:19]1[CH:24]=[CH:23][C:22](I)=[CH:21][CH:20]=1.[CH2:26]([O:28][C:29]1[CH:34]=[CH:33][NH:32][C:31](=[O:35])[C:30]=1[C:36]([O:38][CH2:39][CH3:40])=[O:37])[CH3:27]>CN(C=O)C.[Cu](I)I>[CH2:26]([O:28][C:29]1[CH:34]=[CH:33][N:32]([C:22]2[CH:23]=[CH:24][C:19]([F:18])=[CH:20][CH:21]=2)[C:31](=[O:35])[C:30]=1[C:36]([O:38][CH2:39][CH3:40])=[O:37])[CH3:27] |f:0.1.2|. Procedure: DMF (9 L) and cesium carbonate (3.1 kg) were charged under nitrogen to a reactor and stirred for 10 min at room temperature. To this mixture, a solution of 8-hydroxyquinoline (0.275 kg) in DMF (1 L), copper iodide (0.27 kg) and 1-fluoro-4-iodobenzene (1.576 kg) were added under nitrogen. Then, ethyl 4-ethoxy-2-oxo-1,2-dihydropyridine-3-carboxylate (1 kg) was added and the reaction mixture was heated to 100° C. for 20 hrs under nitrogen. After completion of the reaction, the mixture was filtered ...